Dataset: the Open Reaction Database (ORD), a public repository of structured organic reaction records. Task: describe an organic reaction: reactants, conditions, products, and yield Starting materials: CCN(C(C)C)C(C)C, C1CCOC1, CCN, Nc1ncc(-c2cccc(S(=O)(=O)Cl)c2)cc1-c1nc2ccccc2o1. Product: CCNS(=O)(=O)c1cccc(-c2cnc(N)c(-c3nc4ccccc4o3)c2)c1. As a reaction SMILES: [CH2:30]([N:31]([CH:32]([CH3:33])[CH3:34])[CH:35]([CH3:36])[CH3:37])[CH3:38].[CH2:39]1[O:40][CH2:41][CH2:42][CH2:43]1.[CH3:1][CH2:2][NH2:3].[NH2:4][c:5]1[c:6](-[c:21]2[o:22][c:23]3[c:24]([n:25]2)[cH:26][cH:27][cH:28][cH:29]3)[cH:7][c:8](-[c:11]2[cH:12][c:13]([S:17](=[O:18])(=[O:19])[Cl:20])[cH:14][cH:15][cH:16]2)[cH:9][n:10]1>>[CH3:1][CH2:2][NH:3][S:17]([c:13]1[cH:12][c:11](-[c:8]2[cH:7][c:6](-[c:21]3[o:22][c:23]4[c:24]([n:25]3)[cH:26][cH:27][cH:28][cH:29]4)[c:5]([NH2:4])[n:10][cH:9]2)[cH:16][cH:15][cH:14]1)(=[O:18])=[O:19].